describe an organic reaction: reactants, conditions, products, and yield From a dataset of the Open Reaction Database (ORD), a public repository of structured organic reaction records. The reactants are NCC1=NC(=C2N=CN(C2=N1)[C@@H]1O[C@@H]([C@H]([C@H]1O)O)COC)NCC(C1=CC=CC=C1)C1=CC=CC=C1 ((2R,3R,4S,5R)-2-{2-(aminomethyl)-6-[(2,2-diphenylethyl)amino}-9H-purin-9-yl}-5-(methoxymethyl)tetrahydro-3,4-furandiol), C(C)(=O)O[BH-](OC(C)=O)OC(C)=O.[Na+] (sodium triacetoxyborohydnde), COC1=C(C=O)C=CC=C1 (2-methoxybenzaldehyde). Product: C1(=CC=CC=C1)C(CNC1=C2N=CN(C2=NC(=N1)CNCC1=C(C=CC=C1)OC)[C@@H]1O[C@@H]([C@H]([C@H]1O)O)COC)C1=CC=CC=C1 ((2R,3R,4S,5R)-2-(6-[(2,2-Diphenylethyl)amino]-2-{[(2-methoxybenzyl)amino]methyl}-9H-purin-9-yl)-5-(methoxymethyl)tetrahydro-3,4-furandiol). Isolated yield 21.7%. Reaction SMILES: [NH2:1][CH2:2][C:3]1[N:11]=[C:10]2[C:6]([N:7]=[CH:8][N:9]2[C@H:12]2[C@H:16]([OH:17])[C@H:15]([OH:18])[C@@H:14]([CH2:19][O:20][CH3:21])[O:13]2)=[C:5]([NH:22][CH2:23][CH:24]([C:31]2[CH:36]=[CH:35][CH:34]=[CH:33][CH:32]=2)[C:25]2[CH:30]=[CH:29][CH:28]=[CH:27][CH:26]=2)[N:4]=1.C(O[BH-](OC(=O)C)OC(=O)C)(=O)C.[Na+].[CH3:51][O:52][C:53]1[CH:60]=[CH:59][CH:58]=[CH:57][C:54]=1[CH:55]=O>>[C:25]1([CH:24]([C:31]2[CH:36]=[CH:35][CH:34]=[CH:33][CH:32]=2)[CH2:23][NH:22][C:5]2[N:4]=[C:3]([CH2:2][NH:1][CH2:55][C:54]3[CH:57]=[CH:58][CH:59]=[CH:60][C:53]=3[O:52][CH3:51])[N:11]=[C:10]3[C:6]=2[N:7]=[CH:8][N:9]3[C@H:12]2[C@H:16]([OH:17])[C@H:15]([OH:18])[C@@H:14]([CH2:19][O:20][CH3:21])[O:13]2)[CH:26]=[CH:27][CH:28]=[CH:29][CH:30]=1 |f:1.2|. Reported procedure: The title compound was prepared by a similar method to example 5 using (2R,3R,4S,5R)-2-{2-(aminomethyl)-6-[(2,2-diphenylethyl)amino}-9H-purin-9-yl}-5-(methoxymethyl)tetrahydro-3,4-furandiol (example 1) (200 mg, 0.4 mmol), sodium triacetoxyborohydnde (152 mg, 0.72 mmol) and 2-methoxybenzaldehyde (75 mg, 0.53 mmol). The product was purified by column chromatography on silica gel eluting with a solvent system of dichloromethane:methanol:ammonia (95:5:0.5), which gave the title compound (53 mg) as a... Starting materials: [O-]S(=O)(=S)[O-].[Na+].[Na+] (Na2S2O3), C1C=CCC2=CC=CC=C12 (1,4-Dihydronaphthalene), ClC1=CC(=CC=C1)C(=O)OO (meta-chloroperbenzoic acid), C(=O)(O)[O-].[Na+] (NaHCO3). Run in C(Cl)Cl (methylene chloride), C(Cl)Cl (methylene chloride). Reaction conditions: time 1 hour. Product: O1C2CC3=CC=CC=C3CC21 (2,3-epoxy-1,2,3,4-tetrahydronaphthalene). Reaction SMILES: [CH2:1]1[C:10]2[C:5](=[CH:6][CH:7]=[CH:8][CH:9]=2)[CH2:4][CH:3]=[CH:2]1.C([O-])(O)=[O:12].[Na+].ClC1C=CC=C(C(OO)=O)C=1.[O-]S([O-])(=S)=O.[Na+].[Na+]>C(Cl)Cl>[O:12]1[CH:8]2[CH:7]1[CH2:6][C:5]1[C:10]([CH2:9]2)=[CH:1][CH:2]=[CH:3][CH:4]=1 |f:1.2,4.5.6|. Reported procedure: 1,4-Dihydronaphthalene (5 g) was dissolved in methylene chloride (250 ml) and saturated aqueous NaHCO3 (280 ml). The mixture was stirred vigorously at room temperature while meta-chloroperbenzoic acid (70%, 10.0 g) was added in portions. After 1 hour, an aqueous solution of Na2S2O3 (1M, 100 ml) and methylene chloride were added. The methylene chloride layer was separated, washed with water and brine, dried (MgSO4) and evaporated to give a brownish crude mixture, which was chromatographed on a fl... Reactants: CCCCCC, CN(C)C=O, COc1ccc(O)cc1, [Cl-], Fc1cc(F)cc(F)c1, [H-], [H][H], [Na+]. Product: COc1ccc(Oc2cc(F)cc(F)c2)cc1. RXN SMILES: [CH3:24][CH2:25][CH2:26][CH2:27][CH2:28][CH3:29].[CH3:30][N:31]([CH3:32])[CH:33]=[O:34].[CH3:3][O:4][c:5]1[cH:6][cH:7][c:8]([OH:11])[cH:9][cH:10]1.[Cl-:23].[F:14][c:15]1[cH:16][c:17]([F:22])[cH:18][c:19]([F:21])[cH:20]1.[H-:1].[H:12][H:13].[Na+:2]>>[CH3:3][O:4][c:5]1[cH:6][cH:7][c:8]([O:11][c:15]2[cH:16][c:17]([F:22])[cH:18][c:19]([F:21])[cH:20]2)[cH:9][cH:10]1. As a reaction SMILES: [CH2:49]1[O:50][CH2:51][CH2:52][CH2:53]1.[CH3:35][C:36]([Cl:37])=[O:38].[CH:1]12[N:2]([c:8]3[cH:9][cH:10][c:11]4[c:12]([n:34]3)-[c:13]3[s:14][c:15](-[c:21]5[n:22](-[c:26]6[c:27]([F:33])[cH:28][c:29]([F:32])[cH:30][cH:31]6)[n:23][cH:24][n:25]5)[cH:16][c:17]3[CH2:18][CH2:19][O:20]4)[CH2:3][CH:4]([NH:5][CH2:6]1)[CH2:7]2.[CH:39]([N:40]([CH2:41][CH3:42])[CH:43]([CH3:44])[CH3:45])([CH3:46])[CH3:47].[OH2:48]>>[CH:1]12[N:2]([c:8]3[cH:9][cH:10][c:11]4[c:12]([n:34]3)-[c:13]3[s:14][c:15](-[c:21]5[n:22](-[c:26]6[c:27]([F:33])[cH:28][c:29]([F:32])[cH:30][cH:31]6)[n:23][cH:24][n:25]5)[cH:16][c:17]3[CH2:18][CH2:19][O:20]4)[CH2:3][CH:4]([N:5]([C:36]([CH3:35])=[O:38])[CH2:6]1)[CH2:7]2. Reactants: C1CCOC1, CC(=O)Cl, Fc1ccc(-n2ncnc2-c2cc3c(s2)-c2nc(N4CC5CC4CN5)ccc2OCC3)c(F)c1, CCN(C(C)C)C(C)C, O. Yields the product CC(=O)N1CC2CC1CN2c1ccc2c(n1)-c1sc(-c3ncnn3-c3ccc(F)cc3F)cc1CCO2. Reactants: IC=1C=C(C=CC1)N1N(C=2C3(CCC(C2C1=O)C3(C)C)C)C (2-(3-iodo-phenyl)-1,7,8,8-tetramethyl-1,2,4,5,6,7-hexahydro-4,7-methano-indazol-3-one), C(C)(=O)C1=C(C=CC=C1)B(O)O (2-acetyl-phenyl-boronic acid), C([O-])([O-])=O.[K+].[K+] (potassium carbonate). Reagents/catalysts: C1=CC=C(C=C1)P([C-]2C=CC=C2)C3=CC=CC=C3.C1=CC=C(C=C1)P([C-]2C=CC=C2)C3=CC=CC=C3.Cl[Pd]Cl.[Fe+2] ([1,1′-bis(diphenylphosphino)ferrocene]dichloropalladium(II)). Run in ClCCl (dichloromethane), C(OC)COC (dimethoxyethane). The product is C(C)(=O)C1=C(C=CC=C1)C1=CC(=CC=C1)N1N(C=2[C@@]3(CC[C@H](C2C1=O)C3(C)C)C)C ((4S,7R)-2-(2′-acetyl-biphenyl-3-yl)-1,7,8,8-tetramethyl-1,2,4,5,6,7-hexahydro-4,7-methano-indazol-3-one). RXN SMILES: I[C:2]1[CH:3]=[C:4]([N:8]2[C:16](=[O:17])[C:15]3[CH:14]4[C:18]([CH3:20])([CH3:19])[C:11]([CH3:21])([CH2:12][CH2:13]4)[C:10]=3[N:9]2[CH3:22])[CH:5]=[CH:6][CH:7]=1.[C:23]([C:26]1[CH:31]=[CH:30][CH:29]=[CH:28][C:27]=1B(O)O)(=[O:25])[CH3:24].C(=O)([O-])[O-].[K+].[K+]>C(COC)OC.ClCCl.C1C=CC(P(C2C=CC=CC=2)[C-]2C=CC=C2)=CC=1.C1C=CC(P(C2C=CC=CC=2)[C-]2C=CC=C2)=CC=1.Cl[Pd]Cl.[Fe+2]>[C:23]([C:26]1[CH:31]=[CH:30][CH:29]=[CH:28][C:27]=1[C:2]1[CH:7]=[CH:6][CH:5]=[C:4]([N:8]2[C:16](=[O:17])[C:15]3[C@@H:14]4[C:18]([CH3:20])([CH3:19])[C@@:11]([CH3:21])([CH2:12][CH2:13]4)[C:10]=3[N:9]2[CH3:22])[CH:3]=1)(=[O:25])[CH3:24] |f:2.3.4,7.8.9.10|. Procedure: A mixture of 2-(3-iodo-phenyl)-1,7,8,8-tetramethyl-1,2,4,5,6,7-hexahydro-4,7-methano-indazol-3-one (Example 23; 80 mg, 0.2 mmol), 2-acetyl-phenyl-boronic acid (49 mg, 0.29 mmol), potassium carbonate (66 mg, 0.47 mmol) and [1,1′-bis(diphenylphosphino)ferrocene]dichloropalladium(II) (10 mg, 0.014 mmol) in dimethoxyethane (4 mL) was sealed under argon and heated at 80 degrees overnight and then at 90 degrees over the weekend. The reaction mixture was diluted with dichloromethane, filtered through a... The reactants are C(\C=C\CCCCCC)(=O)OCC ((E)-ethyl 2-nonenoate), aqueous solution, [OH-].[Na+] (sodium hydroxide). The solvent is C(C)O (ethanol), O1CCOCC1 (1,4-dioxane). Conditions: time 3 hour. Yields the product C(\C=C\CCCCCC)(=O)O ((E)-2-nonenoic acid). As a reaction SMILES: [C:1]([O:11]CC)(=[O:10])/[CH:2]=[CH:3]/[CH2:4][CH2:5][CH2:6][CH2:7][CH2:8][CH3:9].[OH-].[Na+]>C(O)C.O1CCOCC1>[C:1]([OH:11])(=[O:10])/[CH:2]=[CH:3]/[CH2:4][CH2:5][CH2:6][CH2:7][CH2:8][CH3:9] |f:1.2|. Procedure: To a solution of (E)-ethyl 2-nonenoate in ethanol and 1,4-dioxane was added a 1N aqueous solution of sodium hydroxide. After being stirred at room temperature for 3 hours, the reaction mixture was concentrated and acidified with diluted hydrochloric acid, and the mixture was extracted with ethyl acetate. The organic layer was washed with water and brine, dried over magnesium sulfate and concentrated to give the object compound. Reactants: C1(=CC=CC=C1)C1CCC(CC1)=O (4-phenylcyclohexanone), NO (hydroxylamine). Run in C(C)O (ethanol), C(C)(=O)O (acetic acid), ClCCl (dichloromethane). Product: C1(=CC=CC=C1)C1CCC(CC1)=NO (4Phenylcyclohexanone Oxime). RXN SMILES: [C:1]1([CH:7]2[CH2:12][CH2:11][C:10](=O)[CH2:9][CH2:8]2)[CH:6]=[CH:5][CH:4]=[CH:3][CH:2]=1.[NH2:14][OH:15]>C(O)C.C(O)(=O)C.ClCCl>[C:1]1([CH:7]2[CH2:12][CH2:11][C:10](=[N:14][OH:15])[CH2:9][CH2:8]2)[CH:6]=[CH:5][CH:4]=[CH:3][CH:2]=1. Procedure details: To a stirred solution of 4-phenylcyclohexanone (5 g) in ethanol (100 ml) and acetic acid (16.4 ml) was added aqueous hydroxylamine (50%, 4.5 ml). The reaction was heated at reflux for 16 h, before being allowed to cool, and diluted with dichloromethane (100 ml). The reaction was washed with aqueous sodium bicarbonate (sat, 2×50 ml), the organic layer dried over magnesium sulphate (2 g) and the solvent removed in vacuo to yield a white solid. This was purified by flash chromatography (silica, elu... The reactants are CN(/C=C/C(=O)C1=NN(C=CC1=O)C1=CC(=CC=C1)OC(F)(F)F)C (3-((E)-3-Dimethylamino-acryloyl)-1-(3-trifluoromethoxy-phenyl)-1H-pyridazin-4-one), N(N)C1=CC=NC=C1 (4-hydrazinopyridine). Product: N1=CC=C(C=C1)N1N=CC=C1C1=NN(C=CC1=O)C1=CC(=CC=C1)OC(F)(F)F (3-(2-Pyridin-4-yl-2H-pyrazol-3-yl)-1-(3-trifluoromethoxy-phenyl)-1H-pyridazin-4-one). The yield is 16.0%. RXN SMILES: C[N:2](C)/[CH:3]=[CH:4]/[C:5]([C:7]1[C:12](=[O:13])[CH:11]=[CH:10][N:9]([C:14]2[CH:19]=[CH:18][CH:17]=[C:16]([O:20][C:21]([F:24])([F:23])[F:22])[CH:15]=2)[N:8]=1)=O.[NH:26]([C:28]1[CH:33]=[CH:32][N:31]=[CH:30][CH:29]=1)N>>[N:31]1[CH:32]=[CH:33][C:28]([N:26]2[C:5]([C:7]3[C:12](=[O:13])[CH:11]=[CH:10][N:9]([C:14]4[CH:19]=[CH:18][CH:17]=[C:16]([O:20][C:21]([F:24])([F:23])[F:22])[CH:15]=4)[N:8]=3)=[CH:4][CH:3]=[N:2]2)=[CH:29][CH:30]=1. Procedure details: The product was obtained starting from 3-((E)-3-Dimethylamino-acryloyl)-1-(3-trifluoromethoxy-phenyl)-1H-pyridazin-4-one (A-6) and 4-hydrazinopyridine according to the method described for Example 1 in 16% yield. MS: M=400.2 (M+H)+ Starting materials: [Al+3], [H-], [H-], [H-], [H-], [Li+], CS(=O)(=O)Nc1ccc(CC(=O)N2CCOc3ccc(-n4ccnc4)cc3OCC2)cc1. Product: CS(=O)(=O)Nc1ccc(CCN2CCOc3ccc(-n4ccnc4)cc3OCC2)cc1. Reaction SMILES: [Al+3:34].[H-:33].[H-:36].[H-:37].[H-:38].[Li+:35].[n:1]1(-[c:6]2[cH:7][c:8]3[c:9]([cH:31][cH:32]2)[O:10][CH2:11][CH2:12][N:13]([C:17]([CH2:18][c:19]2[cH:20][cH:21][c:22]([NH:25][S:26](=[O:27])(=[O:28])[CH3:29])[cH:23][cH:24]2)=[O:30])[CH2:14][CH2:15][O:16]3)[cH:2][n:3][cH:4][cH:5]1>>[n:1]1(-[c:6]2[cH:7][c:8]3[c:9]([cH:31][cH:32]2)[O:10][CH2:11][CH2:12][N:13]([CH2:17][CH2:18][c:19]2[cH:20][cH:21][c:22]([NH:25][S:26](=[O:27])(=[O:28])[CH3:29])[cH:23][cH:24]2)[CH2:14][CH2:15][O:16]3)[cH:2][n:3][cH:4][cH:5]1.